Dataset: the Open Reaction Database (ORD), a public repository of structured organic reaction records. Task: describe an organic reaction: reactants, conditions, products, and yield Starting materials: C#CCCC(=O)Nc1ncccc1C#N, CCNCC, [Cu]I, Cc1cccc(I)c1. Yields the product Cc1cccc(C#CCCC(=O)Nc2ncccc2C#N)c1. RXN SMILES: [C:9](#[N:10])[c:11]1[c:12]([NH:17][C:18]([CH2:19][CH2:20][C:21]#[CH:22])=[O:23])[n:13][cH:14][cH:15][cH:16]1.[CH2:24]([NH:25][CH2:26][CH3:27])[CH3:28].[Cu:29][I:30].[I:1][c:2]1[cH:3][c:4]([CH3:8])[cH:5][cH:6][cH:7]1>>[c:2]1([C:22]#[C:21][CH2:20][CH2:19][C:18]([NH:17][c:12]2[c:11]([C:9]#[N:10])[cH:16][cH:15][cH:14][n:13]2)=[O:23])[cH:3][c:4]([CH3:8])[cH:5][cH:6][cH:7]1. The reactants are Cc1ccc(S(=O)(=O)OCC2COc3c(F)cc(S(C)(=O)=O)cc3O2)cc1, CCN, CO, CCOCC, CO, Cl. Product: CCNCC1COc2c(F)cc(S(C)(=O)=O)cc2O1. Reaction SMILES: [CH3:1][c:2]1[cH:3][cH:4][c:5]([S:6]([O:7][CH2:12][CH:13]2[CH2:14][O:15][c:16]3[c:17]([cH:19][c:20]([S:24](=[O:25])(=[O:26])[CH3:27])[cH:21][c:22]3[F:23])[O:18]2)(=[O:8])=[O:9])[cH:10][cH:11]1.[CH3:28][CH2:29][NH2:30].[CH3:32][OH:33].[CH3:34][CH2:35][O:36][CH2:37][CH3:38].[CH3:39][OH:40].[ClH:31]>>[CH2:12]([CH:13]1[CH2:14][O:15][c:16]2[c:17]([cH:19][c:20]([S:24](=[O:25])(=[O:26])[CH3:27])[cH:21][c:22]2[F:23])[O:18]1)[NH:30][CH2:29][CH3:28].